The task is: describe an organic reaction: reactants, conditions, products, and yield. This data is from the Open Reaction Database (ORD), a public repository of structured organic reaction records. The reactants are COC(=O)c1cc(CN2CCCC(N(Cc3cc(C(F)(F)F)cc(C(F)(F)F)c3)c3nnn(C)n3)c3cc(C)c(C(F)(F)F)cc32)ccc1F, CO, Cl, [Na+], [OH-]. The product is Cc1cc2c(cc1C(F)(F)F)N(Cc1ccc(F)c(C(=O)O)c1)CCCC2N(Cc1cc(C(F)(F)F)cc(C(F)(F)F)c1)c1nnn(C)n1. Reaction SMILES: [CH3:3][O:4][C:5]([c:6]1[c:7]([F:51])[cH:8][cH:9][c:10]([CH2:12][N:13]2[c:14]3[c:15]([cH:42][c:43]([CH3:50])[c:44]([C:46]([F:47])([F:48])[F:49])[cH:45]3)[CH:16]([N:20]([c:21]3[n:22][n:23][n:24]([CH3:26])[n:25]3)[CH2:27][c:28]3[cH:29][c:30]([C:38]([F:39])([F:40])[F:41])[cH:31][c:32]([C:34]([F:35])([F:36])[F:37])[cH:33]3)[CH2:17][CH2:18][CH2:19]2)[cH:11]1)=[O:52].[CH3:54][OH:55].[ClH:53].[Na+:2].[OH-:1]>>[O:4]=[C:5]([c:6]1[c:7]([F:51])[cH:8][cH:9][c:10]([CH2:12][N:13]2[c:14]3[c:15]([cH:42][c:43]([CH3:50])[c:44]([C:46]([F:47])([F:48])[F:49])[cH:45]3)[CH:16]([N:20]([c:21]3[n:22][n:23][n:24]([CH3:26])[n:25]3)[CH2:27][c:28]3[cH:29][c:30]([C:38]([F:39])([F:40])[F:41])[cH:31][c:32]([C:34]([F:35])([F:36])[F:37])[cH:33]3)[CH2:17][CH2:18][CH2:19]2)[cH:11]1)[OH:52]. The reactants are C(C)OC(=O)C1=CC=NC=C1C1=CC(=CC=C1)[N+](=O)[O-] (5-(3-nitrophenyl)-4-pyridinecarboxyiic acid ethyl ester), [Sn](Cl)Cl (tin(II) chloride), C([O-])(O)=O.[Na+] (sodium bicarbonate). The solvent is C(C)(=O)OCC (ethyl acetate), C(C)(=O)OCC (ethyl acetate). Conditions: temperature 80 celsius, time 10 minute. The product is C(C)OC(=O)C1=CC=NC=C1C1=CC(=CC=C1)N (5-(3-Aminophenyl)-4-pyridinecarboxylic acid ethyl ester). RXN SMILES: [CH2:1]([O:3][C:4]([C:6]1[C:11]([C:12]2[CH:17]=[CH:16][CH:15]=[C:14]([N+:18]([O-])=O)[CH:13]=2)=[CH:10][N:9]=[CH:8][CH:7]=1)=[O:5])[CH3:2].[Sn](Cl)Cl.C(=O)(O)[O-].[Na+]>C(OCC)(=O)C>[CH2:1]([O:3][C:4]([C:6]1[C:11]([C:12]2[CH:17]=[CH:16][CH:15]=[C:14]([NH2:18])[CH:13]=2)=[CH:10][N:9]=[CH:8][CH:7]=1)=[O:5])[CH3:2] |f:2.3|. Reported procedure: To a solution of 5-(3-nitrophenyl)-4-pyridinecarboxyiic acid ethyl ester in ethyl acetate (20 mL) was added tin(II) chloride (1.47 g). The mixture was heated at 80° C. for 45 min, then allowed to cool to ambient temperature. The mixture was poured into ice and saturated aqueous sodium bicarbonate was added until the mixture attained a pH of approximately 7. Celite and ethyl acetate were added, and the mixture was stirred for 10 min. The mixture was filtered and placed in a separatory funnel. The...